Dataset: the Open Reaction Database (ORD), a public repository of structured organic reaction records. Task: describe an organic reaction: reactants, conditions, products, and yield The product is O=C1CCC(Oc2ccccc2)CC1. The reactants are Cl, c1ccc(OC2CCC3(CC2)OCCO3)cc1. RXN SMILES: [ClH:18].[O:1]([c:2]1[cH:3][cH:4][cH:5][cH:6][cH:7]1)[CH:8]1[CH2:9][CH2:10][C:11]2([O:12][CH2:15][CH2:14][O:13]2)[CH2:16][CH2:17]1>>[O:1]([c:2]1[cH:3][cH:4][cH:5][cH:6][cH:7]1)[CH:8]1[CH2:9][CH2:10][C:11](=[O:12])[CH2:16][CH2:17]1. Starting materials: ClCCCC(CCCC(C)C)OC(C)=O (1-chloro-4-acetoxy-8-methylnonane), product, C(C)(=O)OC(CCCN(S(=O)(=O)C)CCCCCCC(=O)OCC)CCCC(C)C (ethyl 7-[N-(4-acetoxy-8-methylnonyl)-methanesulfonamido]heptanoate). Yields the product O[C@@H](C#CCN(S(=O)(=O)C)CCCCCCC(=O)O)CCCCC (7-[N-(4(R)-hydroxy-2-nonynyl)methanesulfonamido]heptanoic acid). As a reaction SMILES: ClCCCC(OC(=O)C)CCCC(C)C.C([O:19][CH:20]([CH2:40][CH2:41][CH2:42][CH:43](C)[CH3:44])[CH2:21][CH2:22][CH2:23][N:24]([CH2:29][CH2:30][CH2:31][CH2:32][CH2:33][CH2:34][C:35]([O:37]CC)=[O:36])[S:25]([CH3:28])(=[O:27])=[O:26])(=O)C>>[OH:19][C@H:20]([CH2:40][CH2:41][CH2:42][CH2:43][CH3:44])[C:21]#[C:22][CH2:23][N:24]([CH2:29][CH2:30][CH2:31][CH2:32][CH2:33][CH2:34][C:35]([OH:37])=[O:36])[S:25]([CH3:28])(=[O:26])=[O:27]. Reported procedure: The synthesis of this compound is carried out as described in Example 1 except that, in Step A, the 1-chloro-4-acetoxy-8-methylnonane (Example B, Step 3). The product of Step A is thus ethyl 7-[N-(4-acetoxy-8-methylnonyl)-methanesulfonamido]heptanoate. The subsequent step yields 7-[N-(4-hydroxy-8-methylnonyl)methanesulfonamido]heptanoic acid (B). The reactants are N1(C=NC=C1)C1=CC=C(OCCN(CC(COC2=CC=CC=C2)O)CC2=CC=CC=C2)C=C1 (1-[[2-[4-(1H-imidazol-1-yl)phenoxy]ethyl](phenylmethyl)amino]-3-phenoxy-2-propanol). Reagents/catalysts: [Pd] (palladium on carbon). Run in CO (methanol). The product is N1(C=NC=C1)C1=CC=C(OCCNCC(COC2=CC=CC=C2)O)C=C1 (1-[[2-[4-(1H-Imidazol-1-yl)phenoxy]ethyl]amino]-3-phenoxy-2-propanol). As a reaction SMILES: [N:1]1([C:6]2[CH:33]=[CH:32][C:9]([O:10][CH2:11][CH2:12][N:13](CC3C=CC=CC=3)[CH2:14][CH:15]([OH:24])[CH2:16][O:17][C:18]3[CH:23]=[CH:22][CH:21]=[CH:20][CH:19]=3)=[CH:8][CH:7]=2)[CH:5]=[CH:4][N:3]=[CH:2]1>CO.[Pd]>[N:1]1([C:6]2[CH:7]=[CH:8][C:9]([O:10][CH2:11][CH2:12][NH:13][CH2:14][CH:15]([OH:24])[CH2:16][O:17][C:18]3[CH:23]=[CH:22][CH:21]=[CH:20][CH:19]=3)=[CH:32][CH:33]=2)[CH:5]=[CH:4][N:3]=[CH:2]1. Reported procedure: To a solution of 5.5 g (12.4 mmol) 1-[[2-[4-(1H-imidazol-1-yl)phenoxy]ethyl](phenylmethyl)amino]-3-phenoxy-2-propanol in 25 mL methanol is suspended 1.0 g 10% palladium on carbon. The reaction mixture is hydrogenated at 50 psi in a Parr Hydrogenator. Follow the progress of the reaction by thin-layer chromatography on silica gel (methylene chloride:methanol, 9:1). At the completion of the reaction, thecatalyst is filtered and the solvents are removed in vacuo. The isolated oil is taken up in meth... The reactants are C(C1=CC=CC=C1)N1CC2C(C1)C(N(C2=O)C2=CC=CC=C2)=O (5-benzyl-2-phenyltetrahydropyrrolo[3,4-c]pyrrole-1,3-dione), Cl (hydrochloride), [OH-].[Na+] (sodium hydroxide). Reagents/catalysts: [Pd] (palladium-on-charcoal). The solvent is C(C)O (ethanol). Reaction conditions: time 12 hour. Yields the product C1(=CC=CC=C1)N1C(C2CNCC2C1=O)=O (2-Phenyltetrahydropyrrolo[3,4-c]pyrrole-1,3-dione). RXN SMILES: C([N:8]1[CH2:12][CH:11]2[C:13](=[O:23])[N:14]([C:17]3[CH:22]=[CH:21][CH:20]=[CH:19][CH:18]=3)[C:15](=[O:16])[CH:10]2[CH2:9]1)C1C=CC=CC=1.Cl.[OH-].[Na+]>C(O)C.[Pd]>[C:17]1([N:14]2[C:13](=[O:23])[CH:11]3[CH:10]([CH2:9][NH:8][CH2:12]3)[C:15]2=[O:16])[CH:18]=[CH:19][CH:20]=[CH:21][CH:22]=1 |f:2.3|. Procedure details: A solution of 5-benzyl-2-phenyltetrahydropyrrolo[3,4-c]pyrrole-1,3-dione, freed of its hydrochloride beforehand by treatment with 4 N sodium hydroxide (93.2 g; 304 mmol), in absolute ethanol (1200 ml) is placed in a 5000 ml autoclave and palladium-on-charcoal at 5% (11 g) is then added. After having purged with nitrogen, the autoclave is placed under 64 bar of hydrogen at 70° C. for 12 hours. After returning to 20° C., the catalyst is filtered off and the filtrate is evaporated under reduced pre...